Dataset: the Open Reaction Database (ORD), a public repository of structured organic reaction records. Task: describe an organic reaction: reactants, conditions, products, and yield Starting materials: ClCCl, CC(CC(F)(F)F)C(=O)O, CN(C)C=O, O=C(Cl)C(=O)Cl. The product is CC(CC(F)(F)F)C(=O)Cl. Reaction SMILES: [CH2:17]([Cl:18])[Cl:19].[CH3:1][CH:2]([C:3](=[O:4])[OH:5])[CH2:6][C:7]([F:8])([F:9])[F:10].[CH3:20][N:21]([CH3:22])[CH:23]=[O:24].[Cl:11][C:12]([C:13]([Cl:14])=[O:15])=[O:16]>>[CH3:1][CH:2]([C:3](=[O:4])[Cl:11])[CH2:6][C:7]([F:8])([F:9])[F:10]. The reactants are FC=1C=C(C=CC1OC)C=1C=NC=2C=C3C(=CC2N1)NN=C3 (7-(3-fluoro-4-methoxyphenyl)-1H-pyrazolo[3,4-g]quinoxaline), C(C1=CC=CC=C1)I (benzyl iodide), [H-].[Na+] (NaH). Run in C1CCOC1 (THF). Conditions: time 10 minute. Yields the product C(C1=CC=CC=C1)N1N=CC=2C1=CC=1N=C(C=NC1C2)C2=CC(=C(C=C2)OC)F (1-benzyl-7-(3-fluoro-4-methoxyphenyl)-1H-pyrazolo[3,4-g]quinoxaline), C(C1=CC=CC=C1)N1N=C2C=C3N=C(C=NC3=CC2=C1)C1=CC(=C(C=C1)OC)F (2-benzyl-7-(3-fluoro-4-methoxyphenyl)-2H-pyrazolo[3,4-g]quinoxaline). RXN SMILES: [F:1][C:2]1[CH:3]=[C:4]([C:10]2[CH:11]=[N:12][C:13]3[CH:14]=[C:15]4[CH:22]=[N:21][NH:20][C:16]4=[CH:17][C:18]=3[N:19]=2)[CH:5]=[CH:6][C:7]=1[O:8][CH3:9].[H-].[Na+].[CH2:25](I)[C:26]1[CH:31]=[CH:30][CH:29]=[CH:28][CH:27]=1>C1COCC1>[CH2:25]([N:20]1[C:16]2=[CH:17][C:18]3[N:19]=[C:10]([C:4]4[CH:5]=[CH:6][C:7]([O:8][CH3:9])=[C:2]([F:1])[CH:3]=4)[CH:11]=[N:12][C:13]=3[CH:14]=[C:15]2[CH:22]=[N:21]1)[C:26]1[CH:31]=[CH:30][CH:29]=[CH:28][CH:27]=1.[CH2:25]([N:21]1[CH:22]=[C:15]2[C:16]([CH:17]=[C:18]3[C:13](=[CH:14]2)[N:12]=[CH:11][C:10]([C:4]2[CH:5]=[CH:6][C:7]([O:8][CH3:9])=[C:2]([F:1])[CH:3]=2)=[N:19]3)=[N:20]1)[C:26]1[CH:31]=[CH:30][CH:29]=[CH:28][CH:27]=1 |f:1.2|. Reported procedure: To a suspension of 0.50 g of 7-(3-fluoro-4-methoxyphenyl)-1H-pyrazolo[3,4-g]quinoxaline, 30 ml of anhydrous THF is added 0.061 g of 60% NaH. The red-orange mixture is stirred at room temperature for 10 minutes, then 0.265 g of benzyl iodide is added and is stirred at room temperature overnight. The mixture is filtered, washed with CH2Cl2. The filtrate and the CH2Cl2 wash are combined and mixed with water, extracted with CH2Cl2, separated, dried (Na2SO4) and concentrated in vacuo to give yellow c... The yield is 58.0%. The reactants are C(#N)C(CC=1C=NC=CC1)C1=CC=C(C=C1)Cl (1-Cyano-1-(4-chlorophenyl)-2-(3-pyridyl)ethane), COC1=CC=C(C=C1)C1=C(C=CC(=C1)S(=O)(=O)[O-])C (4-methoxyphenyl-p-toluene-sulfonate), three, [H-].[Na+] (Sodium hydride). Procedure details: 1-Cyano-1-(4-chlorophenyl)-2-(3-pyridyl)ethane (4.0 gms, 0.0165 m) was placed in a 100 ml three neck flask, under a nitrogen atmosphere, equipped with a magnetic stirrer, thermometer, gas inlet tube and a cooling bath. To the flask was added 50 ml DMF-toluene (1:2), and the resulting solution was cooled to 5° C. Sodium hydride (0.4 gm, 0.018m of 60% NaH) was added and the mixture was stirred for 30 minutes. Then 4-methoxyphenyl-p-toluene-sulfonate (5.0 gm, 0.0165 m) was added and the mixture was... Solvent: CN(C)C=O.C1(=CC=CC=C1)C (DMF toluene). As a reaction SMILES: [C:1]([CH:3]([C:11]1[CH:16]=[CH:15][C:14]([Cl:17])=[CH:13][CH:12]=1)[CH2:4][C:5]1[CH:6]=[N:7][CH:8]=[CH:9][CH:10]=1)#[N:2].[H-].[Na+].[CH3:20][O:21][C:22]1[CH:27]=[CH:26][C:25]([C:28]2C=C(S([O-])(=O)=O)C=C[C:29]=2C)=[CH:24][CH:23]=1>CN(C=O)C.C1(C)C=CC=CC=1>[C:1]([C:3]([C:11]1[CH:12]=[CH:13][C:14]([Cl:17])=[CH:15][CH:16]=1)([CH2:29][CH2:28][C:25]1[CH:26]=[CH:27][C:22]([O:21][CH3:20])=[CH:23][CH:24]=1)[CH2:4][C:5]1[CH:6]=[N:7][CH:8]=[CH:9][CH:10]=1)#[N:2] |f:1.2,4.5|. The product is C(#N)C(CC=1C=NC=CC1)(CCC1=CC=C(C=C1)OC)C1=CC=C(C=C1)Cl (2-Cyano-2-(4-Chlorophenyl)-4-(4-methoxyphenyl)-1-(3-pyridyl)butane). Run at temperature 5 celsius, time 30 minute. Starting materials: Cc1nc(N)sc1Br, CO, C[O-], [Na+], [Na]. Yields the product COc1sc(N)nc1C. Reaction SMILES: [Br:5][c:6]1[c:7]([CH3:12])[n:8][c:9]([NH2:11])[s:10]1.[CH3:13][OH:14].[CH3:1][O-:2].[Na+:3].[Na:4]>>[CH3:1][O:2][c:6]1[c:7]([CH3:12])[n:8][c:9]([NH2:11])[s:10]1. The reactants are OC=1C=C2C=CC(NC2=CC1)=O (6-hydroxycarbostyril), C(=O)([O-])[O-].[K+].[K+] (K2CO3), [I-].[Na+] (sodium iodide), C(C)N(C(CC(CCl)C)=O)C1C(CCCC1)C (N-ethyl-N-(4-chloro-3-methylbutyryl)-2-methylcyclohexylamine), [Na+].[Cl-] (NaCl). Run in CN(C)C=O (DMF). Conditions: time 4.5 hour. Yields the product CN(C(=O)CC(COC=1C=C2C=CC(NC2=CC1)=O)C)C1C(CCCC1)C (6-{3-[N-methyl-N-(2-methylcyclohexyl)aminocarbonyl]-2-methylpropoxy}carbostyril). As a reaction SMILES: [OH:1][C:2]1[CH:3]=[C:4]2[C:9](=[CH:10][CH:11]=1)[NH:8][C:7](=[O:12])[CH:6]=[CH:5]2.C([O-])([O-])=O.[K+].[K+].[I-].[Na+].[CH2:21]([N:23]([CH:31]1[CH2:36][CH2:35][CH2:34][CH2:33][CH:32]1[CH3:37])[C:24](=[O:30])[CH2:25][CH:26]([CH3:29])[CH2:27]Cl)C.[Na+].[Cl-]>CN(C=O)C>[CH3:21][N:23]([CH:31]1[CH2:36][CH2:35][CH2:34][CH2:33][CH:32]1[CH3:37])[C:24]([CH2:25][CH:26]([CH3:29])[CH2:27][O:1][C:2]1[CH:3]=[C:4]2[C:9](=[CH:10][CH:11]=1)[NH:8][C:7](=[O:12])[CH:6]=[CH:5]2)=[O:30] |f:1.2.3,4.5,7.8|. Procedure: 1.6 Grams of 6-hydroxycarbostyril, 1.4 g of K2CO3, 1.6 g of sodium iodide and 3.3 g of N-ethyl-N-(4-chloro-3-methylbutyryl)-2-methylcyclohexylamine are added to 30 ml of DMF and agitated at 70° to 80° C. for 4.5 hours. After the reaction, the reaction solution is poured into 200 ml of saturated NaCl solution and the precipitated crystals are filtered out and washed with water. The resultant crude crystals are recrystallized from benzene-ligroin to produce 1.4 g of 6-{3-[N-methyl-N-(2-methylcyclo... The reactants are BrC=1C(=NC(=NC1)Cl)NC(CNC(OC(C)(C)C)=O)(C)C (tert-butyl N-[2-[(5-bromo-2-chloro-pyrimidin-4-yl)amino]-2-methyl-propyl]carbamate), C(C)OC(C#C)OCC (3,3-diethoxyprop-1-yne), Pddba, ClC1=NC=C(C(=N1)NCCNC(OC(C)(C)C)=O)C#CC(OCC)OCC (tert-butyl N-[2-[[2-chloro-5-(3,3-diethoxyprop-1-ynyl)pyrimidin-4 yl]amino]ethyl]carbamate). Product: ClC1=NC=C(C(=N1)NC(CNC(OC(C)(C)C)=O)(C)C)C#CC(OCC)OCC (tert-butyl N-[2-[[2-chloro-5-(3,3-diethoxyprop-1-ynyl)pyrimidin-4-yl]amino]-2-methyl-propyl]carbamate). RXN SMILES: Br[C:2]1[C:3]([NH:9][C:10]([CH3:21])([CH3:20])[CH2:11][NH:12][C:13](=[O:19])[O:14][C:15]([CH3:18])([CH3:17])[CH3:16])=[N:4][C:5]([Cl:8])=[N:6][CH:7]=1.[CH2:22]([O:24][CH:25]([O:28][CH2:29][CH3:30])[C:26]#[CH:27])[CH3:23].ClC1N=C(NCCNC(=O)OC(C)(C)C)C(C#CC(OCC)OCC)=CN=1>>[Cl:8][C:5]1[N:4]=[C:3]([NH:9][C:10]([CH3:21])([CH3:20])[CH2:11][NH:12][C:13](=[O:19])[O:14][C:15]([CH3:18])([CH3:17])[CH3:16])[C:2]([C:27]#[C:26][CH:25]([O:28][CH2:29][CH3:30])[O:24][CH2:22][CH3:23])=[CH:7][N:6]=1. Procedure: tert-butyl N-[2-[[2-chloro-5-(3,3-diethoxyprop-1-ynyl)pyrimidin-4-yl]amino]-2-methyl-propyl]carbamate is synthesized by treating tert-butyl N-[2-[(5-bromo-2-chloro-pyrimidin-4-yl)amino]-2-methyl-propyl]carbamate with 3,3-diethoxyprop-1-yne in the presence of a catalyst such as Pddba using similar experimental conditions as described for the synthesis of tert-butyl N-[2-[[2-chloro-5-(3,3-diethoxyprop-1-ynyl)pyrimidin-4 yl]amino]ethyl]carbamate LCMS (ESI) (M+H) 427. Starting materials: BrB(Br)Br, COc1cc(Cl)c(-c2cnc(C(F)(F)F)cc2C#N)cc1S(=O)(=O)N(C)c1ccccc1, ClCCl. Yields the product CN(c1ccccc1)S(=O)(=O)c1cc(-c2cnc(C(F)(F)F)cc2C#N)c(Cl)cc1O. Reaction SMILES: [B:33]([Br:34])([Br:35])[Br:36].[Cl:1][c:2]1[cH:3][c:4]([O:31][CH3:32])[c:5]([S:20](=[O:21])(=[O:22])[N:23]([c:24]2[cH:25][cH:26][cH:27][cH:28][cH:29]2)[CH3:30])[cH:6][c:7]1-[c:8]1[cH:9][n:10][c:11]([C:16]([F:17])([F:18])[F:19])[cH:12][c:13]1[C:14]#[N:15].[Cl:37][CH2:38][Cl:39]>>[Cl:1][c:2]1[cH:3][c:4]([OH:31])[c:5]([S:20](=[O:21])(=[O:22])[N:23]([c:24]2[cH:25][cH:26][cH:27][cH:28][cH:29]2)[CH3:30])[cH:6][c:7]1-[c:8]1[cH:9][n:10][c:11]([C:16]([F:17])([F:18])[F:19])[cH:12][c:13]1[C:14]#[N:15].